From a dataset of the Open Reaction Database (ORD), a public repository of structured organic reaction records. describe an organic reaction: reactants, conditions, products, and yield Starting materials: COc1cc(Br)c2cn[nH]c2c1, CC(=O)[O-], CC(=O)[O-], OB(O)c1ccc(OCc2ccccc2)c(F)c1, ClCCl, [Cu+2], c1ccncc1. The product is COc1cc(Br)c2cnn(-c3ccc(OCc4ccccc4)c(F)c3)c2c1. RXN SMILES: [Br:1][c:2]1[c:3]2[cH:4][n:5][nH:6][c:7]2[cH:8][c:9]([O:11][CH3:12])[cH:10]1.[C:40]([O-:41])(=[O:42])[CH3:43].[C:45]([O-:46])(=[O:47])[CH3:48].[CH2:13]([c:14]1[cH:15][cH:16][cH:17][cH:18][cH:19]1)[O:20][c:21]1[c:22]([F:30])[cH:23][c:24]([B:27]([OH:28])[OH:29])[cH:25][cH:26]1.[Cl:37][CH2:38][Cl:39].[Cu+2:44].[cH:31]1[cH:32][cH:33][n:34][cH:35][cH:36]1>>[Br:1][c:2]1[c:3]2[cH:4][n:5][n:6](-[c:24]3[cH:23][c:22]([F:30])[c:21]([O:20][CH2:13][c:14]4[cH:15][cH:16][cH:17][cH:18][cH:19]4)[cH:26][cH:25]3)[c:7]2[cH:8][c:9]([O:11][CH3:12])[cH:10]1. The reactants are NC=1C=C2C(=CNC2=CC1)C1CCN(CC1)C (5-amino-3-(1-methyl-piperidin-4-yl)-1H-indole), C(C)N(C(=O)Cl)CC (diethyl carbamoyl chloride). Product: C(C)N(C(=O)NC=1C=C2C(=CNC2=CC1)C1CCN(CC1)C)CC (N,N-diethyl-N'-(3-(1-methylpiperidin-4-yl)-1H-indol-5-yl)urea). Isolated yield 87.3%. Reaction SMILES: [NH2:1][C:2]1[CH:3]=[C:4]2[C:8](=[CH:9][CH:10]=1)[NH:7][CH:6]=[C:5]2[CH:11]1[CH2:16][CH2:15][N:14]([CH3:17])[CH2:13][CH2:12]1.[CH2:18]([N:20]([CH2:24][CH3:25])[C:21](Cl)=[O:22])[CH3:19]>>[CH2:18]([N:20]([CH2:24][CH3:25])[C:21]([NH:1][C:2]1[CH:3]=[C:4]2[C:8](=[CH:9][CH:10]=1)[NH:7][CH:6]=[C:5]2[CH:11]1[CH2:16][CH2:15][N:14]([CH3:17])[CH2:13][CH2:12]1)=[O:22])[CH3:19]. Procedure: Beginning with 13.0 mg (0.056 mMol) 5-amino-3-(1-methyl-piperidin-4-yl)-1H-indole and 8.0 mg (0.062 mMol) diethyl carbamoyl chloride, 16.05 mg (86%) of the title compound were recovered. Reactants: BrC=1C=C2C=NNC2=CC1F (5-bromo-6-fluoro-1H-indazole), CC1(C2=C(C(=CC=C2)P(C3=CC=CC=C3)C4=CC=CC=C4)OC5=C(C=CC=C51)P(C6=CC=CC=C6)C7=CC=CC=C7)C (Xantphos), CCN(C(C)C)C(C)C (DIEA), C(C1=CC=CC=C1)S (benzylmercaptan). The reagents and catalysts are C=1C=CC(=CC1)/C=C/C(=O)/C=C/C2=CC=CC=C2.C=1C=CC(=CC1)/C=C/C(=O)/C=C/C2=CC=CC=C2.C=1C=CC(=CC1)/C=C/C(=O)/C=C/C2=CC=CC=C2.[Pd].[Pd] (Pd2(dba)3). Run in O1CCOCC1 (dioxane). Reaction conditions: temperature 120 celsius, time 8 hour. Product: C(C1=CC=CC=C1)SC=1C=C2C=NNC2=CC1F (5-(benzylthio)-6-fluoro-1H-indazole). As a reaction SMILES: Br[C:2]1[CH:3]=[C:4]2[C:8](=[CH:9][C:10]=1[F:11])[NH:7][N:6]=[CH:5]2.CC1(C)C2C(=C(P(C3C=CC=CC=3)C3C=CC=CC=3)C=CC=2)OC2C(P(C3C=CC=CC=3)C3C=CC=CC=3)=CC=CC1=2.CCN(C(C)C)C(C)C.[CH2:63]([SH:70])[C:64]1[CH:69]=[CH:68][CH:67]=[CH:66][CH:65]=1>O1CCOCC1.C1C=CC(/C=C/C(/C=C/C2C=CC=CC=2)=O)=CC=1.C1C=CC(/C=C/C(/C=C/C2C=CC=CC=2)=O)=CC=1.C1C=CC(/C=C/C(/C=C/C2C=CC=CC=2)=O)=CC=1.[Pd].[Pd]>[CH2:63]([S:70][C:2]1[CH:3]=[C:4]2[C:8](=[CH:9][C:10]=1[F:11])[NH:7][N:6]=[CH:5]2)[C:64]1[CH:69]=[CH:68][CH:67]=[CH:66][CH:65]=1 |f:5.6.7.8.9|. Procedure: A solution of 5-bromo-6-fluoro-1H-indazole (1-1, 1.0 g, 5.08 mmol, 1.0 equiv), Xantphos (0.294 g, 0.508 mmol, 0.1 equiv), and Pd2(dba)3 (0.465 g, 0.508 mmol, 0.1 equiv) was made in dioxane (25 mL) followed by the addition of DIEA (1.77 mL, 10.15 mmol, 2.0 equiv) and benzylmercaptan (0.630 mL, 5.33 mmol, 1.05 equiv) and the reaction was stirred at 120° C. overnight. The reaction mixture concentrated in vacuo and purified using normal phase chromatography. ESI+ MS [M+H]+ C14H11FN2S: 259.9 found, 2... Reactants: CC(C)(OC(=O)CNN1C=C(C(C2=CC(=C(C(=C12)F)F)F)=O)C(=O)OCC)C (1-[[(1,1-dimethylethoxy)carbonyl]methylamino]-6,7,8-trifluoro-1,4-dihydro-4-oxo-3-quinolinecarboxylic acid, ethyl ester), C(C)(=O)O (acetic acid), Cl (hydrochloric acid). The solvent is O (water). Conditions: time 2.5 hour. The product is FC=1C=C2C(C(=CN(C2=C(C1F)F)NC)C(=O)O)=O (6,7,8-trifluoro-1,4-dihydro-1-methylamino-4-oxo-3quinolinecarboxylic acid). Yield: 80.1%. As a reaction SMILES: CC(C)(OC([CH2:7][NH:8][N:9]1[C:18]2[C:13](=[CH:14][C:15]([F:21])=[C:16]([F:20])[C:17]=2[F:19])[C:12](=[O:22])[C:11]([C:23]([O:25]CC)=[O:24])=[CH:10]1)=O)C.C(O)(=O)C.Cl>O>[F:21][C:15]1[CH:14]=[C:13]2[C:18](=[C:17]([F:19])[C:16]=1[F:20])[N:9]([NH:8][CH3:7])[CH:10]=[C:11]([C:23]([OH:25])=[O:24])[C:12]2=[O:22]. Procedure details: To 2.00 g (5.0 mmol) of 1-[[(1,1-dimethylethoxy)carbonyl]methylamino]-6,7,8-trifluoro-1,4-dihydro-4-oxo-3-quinolinecarboxylic acid, ethyl ester was added 35 ml of acetic acid and 15 ml of 2N hydrochloric acid. The mixture was placed on a steam bath for 2.5 hours, was diluted with 15 ml of water, and was cooled. The solids were filtered to give 1.09 g of 6,7,8-trifluoro-1,4-dihydro-1-methylamino-4-oxo-3quinolinecarboxylic acid, mp 237°-238° C. The reactants are C1(CCCCCCC1)O (cyclooctanol), C(OC(C)Cl)(=O)Cl (1-chloroethyl carbonochloridate). Solvent: C(Cl)(Cl)Cl (Chloroform), C(Cl)(Cl)Cl (chloroform), N1=CC=CC=C1 (pyridine). Conditions: temperature -60 celsius, time 3 hour. Product: C(OC(C)Cl)(OC1CCCCCCC1)=O (1-chloroethyl cyclooctyl carbonate). RXN SMILES: [CH:1]1([OH:9])[CH2:8][CH2:7][CH2:6][CH2:5][CH2:4][CH2:3][CH2:2]1.[C:10](Cl)(=[O:15])[O:11][CH:12]([Cl:14])[CH3:13]>C(Cl)(Cl)Cl.N1C=CC=CC=1>[C:10](=[O:15])([O:9][CH:1]1[CH2:8][CH2:7][CH2:6][CH2:5][CH2:4][CH2:3][CH2:2]1)[O:11][CH:12]([Cl:14])[CH3:13]. Reported procedure: To a solution of cyclooctanol (1.79 g) in chloroform (40 mL), pyridine (1.13 mL) was added, and then the reaction solution was cooled to −60° C. To the reaction solution, 1-chloroethyl carbonochloridate (1.53 mL) was added at the same temperature over 10 minutes. The reaction solution was thereafter heated to room temperature and stirred at the same temperature for 3 hours. Chloroform was added to the reaction solution and the organic layer was washed three times with brine and then dried over m... Starting materials: FC1=C(OC2=NC(=C3C(=N2)NN=C3)NCC(CI)O)C=CC(=C1)F (6-(2,4-Difluoro-phenoxy)-3-iodo-1H-pyrazolo[3,4-d]pyrimidin-4-ylamino-propan-2-ol), FC=1C=CC(=C(C1)B(O)O)OCC (5-fluoro-2-ethoxyphenyl boronic acid), [O-]P(=O)([O-])[O-].[K+].[K+].[K+] (K3PO4), Tetrakis(triphenylphosphine) palladium(0) CH2Cl2. Run in O1CCOCC1 (dioxane). Run at temperature 180 celsius. Product: FC1=C(OC2=NC(=C3C(=N2)NN=C3C3=C(C=CC(=C3)F)OCC)NC[C@@H](C)O)C=CC(=C1)F ((R)-1-[6-(2,4-Difluoro-phenoxy)-3-(2-ethoxy-5-fluoro-phenyl)-1H-pyrazolo[3,4-d]pyrimidin-4-ylamino]-propan-2-ol). The yield is 30.6%. Reaction SMILES: [F:1][C:2]1[CH:23]=[C:22]([F:24])[CH:21]=[CH:20][C:3]=1[O:4][C:5]1[N:10]=[C:9]2[NH:11][N:12]=[CH:13][C:8]2=[C:7]([NH:14][CH2:15][CH:16]([OH:19])[CH2:17]I)[N:6]=1.[F:25][C:26]1[CH:27]=[CH:28][C:29]([O:35][CH2:36][CH3:37])=[C:30](B(O)O)[CH:31]=1.[O-]P([O-])([O-])=O.[K+].[K+].[K+]>O1CCOCC1>[F:1][C:2]1[CH:23]=[C:22]([F:24])[CH:21]=[CH:20][C:3]=1[O:4][C:5]1[N:10]=[C:9]2[NH:11][N:12]=[C:13]([C:28]3[CH:27]=[C:26]([F:25])[CH:31]=[CH:30][C:29]=3[O:35][CH2:36][CH3:37])[C:8]2=[C:7]([NH:14][CH2:15][C@H:16]([OH:19])[CH3:17])[N:6]=1 |f:2.3.4.5|. Procedure: 1-[6-(2,4-Difluoro-phenoxy)-3-iodo-1H-pyrazolo[3,4-d]pyrimidin-4-ylamino-propan-2-ol (200 mg, 0.447 mmol), 5-fluoro-2-ethoxyphenyl boronic acid (246 mg), K3PO4 (285 mg), and Tetrakis(triphenylphosphine) palladium(0) CH2Cl2 (73 mg) were added to 2 mL dioxane in a microwave vial. The vial was sealed and the reaction mixture was heated to 180° C. for 10 minutes. The reaction mixture was partitioned between water and ethyl acetate, and the organic layer was separated, dried over MgSO4, filtered, and... The reactants are NC1=C(C(=O)NC2=C(C=CC=C2)Cl)C=CC=C1Cl (2-Amino-3-chloro-N-(2-chlorophenyl)benzamide), ClCC(=O)Cl (chloroacetyl chloride). The solvent is C(C)(=O)O (acetic acid). The product is ClC=1C=CC=C2C(N(C(=NC12)CCl)C1=C(C=CC=C1)Cl)=O (8-Chloro-2-chloromethyl-3-(2-chlorophenyl)-3H-quinazolin-4-one). Yield: 74.1%. As a reaction SMILES: [NH2:1][C:2]1[C:17]([Cl:18])=[CH:16][CH:15]=[CH:14][C:3]=1[C:4]([NH:6][C:7]1[CH:12]=[CH:11][CH:10]=[CH:9][C:8]=1[Cl:13])=[O:5].[Cl:19][CH2:20][C:21](Cl)=O>C(O)(=O)C>[Cl:18][C:17]1[CH:16]=[CH:15][CH:14]=[C:3]2[C:2]=1[N:1]=[C:21]([CH2:20][Cl:19])[N:6]([C:7]1[CH:12]=[CH:11][CH:10]=[CH:9][C:8]=1[Cl:13])[C:4]2=[O:5]. Procedure: Prepared according to Procedure B with 1h (500 mg, 1.78 mmol) and chloroacetyl chloride (0.49 mL, 6.13 mmol) in acetic acid (10 mL). Purified by extraction from aqueous K2CO3, followed by recrystallization from isopropanol to afford 448 mg of a yellow solid (74%). 1H NMR (CDCl3) δ: 8.23 (dd, J=1.4, 8.0 Hz, 1H); 7.90 (dd, J=1.4, 7.8 Hz, 1H); 7.61-7.66 (m, 1H); 7.51-7.55 (m, 3H); 7.47 (t, J=8.0 Hz, 1H); 4.48 (d, J=12 Hz, 1H), 4.12 (d, J=12 Hz, 1H). MS (ES): m/z 339.0 (M+). Starting materials: CCOC(C)=O, CC#N, [Na+], [O-][n+]1ccc(CO)c2ccccc21, [OH-]. Product: O=Cc1cc[n+]([O-])c2ccccc12. Reaction SMILES: [CH3:16][CH2:17][O:18][C:19](=[O:20])[CH3:21].[CH3:22][C:23]#[N:24].[Na+:15].[O-:1][n+:2]1[cH:3][cH:4][c:5]([CH2:12][OH:13])[c:6]2[cH:7][cH:8][cH:9][cH:10][c:11]12.[OH-:14]>>[O-:1][n+:2]1[cH:3][cH:4][c:5]([CH:12]=[O:13])[c:6]2[cH:7][cH:8][cH:9][cH:10][c:11]12.